From a dataset of the Open Reaction Database (ORD), a public repository of structured organic reaction records. describe an organic reaction: reactants, conditions, products, and yield Starting materials: C1(CCCC1)C(=O)NC=1C=C(C=CC1F)C1NC2=CC=C(C=C2CC1(C)C)C(=O)OC (methyl 2-(3-(cyclopentanecarboxamido)-4-fluorophenyl)-3,3-dimethyl-1,2,3,4-tetrahydroquinoline-6-carboxylate), [OH-].[Na+] (sodium hydroxide). Solvent: CO (methanol). Product: C1(CCCC1)C(=O)NC=1C=C(C=CC1F)C1NC2=CC=C(C=C2CC1(C)C)C(=O)O (2-(3-(cyclopentanecarboxamido)-4-fluorophenyl)-3,3-dimethyl-1,2,3,4-tetrahydroquinoline-6-carboxylic acid). Yield: 70.0%. Reaction SMILES: [CH:1]1([C:6]([NH:8][C:9]2[CH:10]=[C:11]([CH:16]3[C:25]([CH3:27])([CH3:26])[CH2:24][C:23]4[C:18](=[CH:19][CH:20]=[C:21]([C:28]([O:30]C)=[O:29])[CH:22]=4)[NH:17]3)[CH:12]=[CH:13][C:14]=2[F:15])=[O:7])[CH2:5][CH2:4][CH2:3][CH2:2]1.[OH-].[Na+]>CO>[CH:1]1([C:6]([NH:8][C:9]2[CH:10]=[C:11]([CH:16]3[C:25]([CH3:27])([CH3:26])[CH2:24][C:23]4[C:18](=[CH:19][CH:20]=[C:21]([C:28]([OH:30])=[O:29])[CH:22]=4)[NH:17]3)[CH:12]=[CH:13][C:14]=2[F:15])=[O:7])[CH2:5][CH2:4][CH2:3][CH2:2]1 |f:1.2|. Reported procedure: A mixture of methyl 2-(3-(cyclopentanecarboxamido)-4-fluorophenyl)-3,3-dimethyl-1,2,3,4-tetrahydroquinoline-6-carboxylate (0.26 mmol, 1.0 eq.) and 4.5 mL sodium hydroxide (1 mol/L) in 3 mL methanol was stirred at reflux for 1-2 h. LC-MS indicated that the starting material was consumed completely. The methanol was removed by reduced pressure. The residue was acidified pH to 5-6 with 1 M hydrochloric acid. A lot of precipitates were formed and collected by filtration to afford 2-(3-(cyclopentanec... Reactants: O=C1CCC(=O)N1Br, CC(C)(C)c1ccnc(N)c1, CC#N, CCOC(C)=O. Yields the product CC(C)(C)c1cc(N)ncc1Br. Reaction SMILES: [Br:12][N:13]1[C:14](=[O:15])[CH2:16][CH2:17][C:18]1=[O:19].[C:1]([CH3:2])([CH3:3])([CH3:4])[c:5]1[cH:6][c:7]([NH2:11])[n:8][cH:9][cH:10]1.[CH3:20][C:21]#[N:22].[CH3:23][CH2:24][O:25][C:26]([CH3:27])=[O:28]>>[C:1]([CH3:2])([CH3:3])([CH3:4])[c:5]1[cH:6][c:7]([NH2:11])[n:8][cH:9][c:10]1[Br:12]. RXN SMILES: [CH3:29][OH:30].[Cl:1][C:2]([C:3](=[O:4])[O:5][CH3:6])([CH2:7][CH2:8][C:9]([C:10]([C:11]([F:12])([F:13])[F:14])([F:15])[F:16])([F:17])[F:18])[S:19](=[O:20])(=[O:21])[CH2:22][CH2:23][C:24]([F:25])([F:26])[F:27].[NH3:28]>>[Cl:1][C:2]([C:3](=[O:4])[NH2:28])([CH2:7][CH2:8][C:9]([C:10]([C:11]([F:12])([F:13])[F:14])([F:15])[F:16])([F:17])[F:18])[S:19](=[O:20])(=[O:21])[CH2:22][CH2:23][C:24]([F:25])([F:26])[F:27]. Yields the product NC(=O)C(Cl)(CCC(F)(F)C(F)(F)C(F)(F)F)S(=O)(=O)CCC(F)(F)F. Reactants: CO, COC(=O)C(Cl)(CCC(F)(F)C(F)(F)C(F)(F)F)S(=O)(=O)CCC(F)(F)F, N. The reactants are ClCCC=1C(=NC=2N(C1Cl)N=CC2)Cl (6-(2-chloroethyl)-5,7-dichloropyrazolo[1,5-a]pyrimidine), C1(CCCC1)N (cyclopentylamine). Run in C(C)N(CC)CC (triethylamine). Product: ClC1=NC=2N(C3=C1CCN3C3CCCC3)N=CC2 (5-chloro-8-cyclopentyl-6,7-dihydro-8H-pyrrolo[3,2-e]pyrazolo[1,5-a]pyrimidine). Isolated yield 187.6%. RXN SMILES: Cl[CH2:2][CH2:3][C:4]1[C:5]([Cl:14])=[N:6][C:7]2[N:8]([N:11]=[CH:12][CH:13]=2)[C:9]=1Cl.[CH:15]1([NH2:20])[CH2:19][CH2:18][CH2:17][CH2:16]1>C(N(CC)CC)C>[Cl:14][C:5]1[C:4]2[CH2:3][CH2:2][N:20]([CH:15]3[CH2:19][CH2:18][CH2:17][CH2:16]3)[C:9]=2[N:8]2[N:11]=[CH:12][CH:13]=[C:7]2[N:6]=1. Procedure details: Synthesis was performed by the reaction of 11.0 g of 6-(2-chloroethyl)-5,7-dichloropyrazolo[1,5-a]pyrimidine with 1.80 g of cyclopentylamine and 8.87 g of triethylamine in accordance with the synthetic process in Example 54 to obtain 10.42 g (yield: 90.4%) of the intended product. Run at temperature 60 celsius. Solvent: C(C)#N (acetonitrile), O (water), C(C)#N (acetonitrile), C(C)O (Ethanol). Reaction SMILES: BrBr.C([O-])(=O)C.[Na+].NC1N=C(N)C=C(O)N=1.O.[C:18]1([CH3:28])[CH:23]=[CH:22][C:21]([S:24]([OH:27])(=[O:26])=[O:25])=[CH:20][CH:19]=1>C(#N)C.C(O)C.O>[CH3:28][C:18]1[CH:23]=[CH:22][C:21]([S:24]([OH:27])(=[O:26])=[O:25])=[CH:20][CH:19]=1 |f:1.2,4.5|. The reactants are N-4-(1-methoxy-1-buten-4-yl)benzoyl-L-glutamic acid diethyl ester, BrBr (bromine), O.C1(=CC=C(C=C1)S(=O)(=O)O)C (p-toluenesulfonic acid monohydrate), C(C)(=O)[O-].[Na+] (sodium acetate), NC1=NC(=CC(=N1)N)O (2,4-diamino-6-hydroxypyrimidine). The product is CC=1C=CC(=CC1)S(=O)(=O)O (p-toluenesulfonate), title compound. Procedure: To 300 mg (0.766 mmol) of N-4-(1-methoxy-1-buten-4-yl)benzoyl-L-glutamic acid diethyl ester, 3.0 ml of acetonitrile, and 3.0 ml of water, stirred at room temperature, are added 122 mg (0.766 mmol) of bromine in 1 ml of acetonitrile. To this solution is added 188 mg (2.3 mmol) of sodium acetate and 0.97 mg (0.77 mmol) of 2,4-diamino-6-hydroxypyrimidine and the resulting mixture is heated to 60° C. for 18 hours, cooled, then concentrated under vacuum. The resulting residue is triturated (2×5 ml of... The reactants are OC=1C=C(C=CC1)C(C(=O)O)=O (3-hydroxyphenylglyoxylic acid), N-methanol, NO (hydroxylamine). Solvent: C1=CC=CC=C1 (benzene), C1=CC=CC=C1 (benzene). Conditions: time 25 minute. The product is ON=C(C(=O)O)C1=CC(=CC=C1)O (2-hydroxyimino-2-(3-hydroxyphenyl)acetic acid). As a reaction SMILES: [OH:1][C:2]1[CH:3]=[C:4]([C:8](=O)[C:9]([OH:11])=[O:10])[CH:5]=[CH:6][CH:7]=1.[NH2:13][OH:14]>C1C=CC=CC=1>[OH:14][N:13]=[C:8]([C:4]1[CH:5]=[CH:6][CH:7]=[C:2]([OH:1])[CH:3]=1)[C:9]([OH:11])=[O:10]. Procedure details: A mixture of 3-hydroxyphenylglyoxylic acid (3.32 g.) and 1 N-methanol solution of hydroxylamine (45 ml.) was refluxed with stirring, for 25 minutes. The reaction mixture was concentrated to dryness. The residue was dissolved in 1 N-sodium hydroxide aqueous solution (50 ml.) and the solution was washed with ether, acidified with hydrochloric acid under cooling and extracted with ethyl acetate. The extract was washed with a saturated sodium chloride aqueous solution, dried and concentrated to give... The reactants are BrC1=NC(=CC=C1)F (2-bromo-6-fluoropyridine), C(CCCCCCC)OC=1C=C2C=CC(=CC2=CC1)B(O)O (6-octyloxynaphthalene-2-boronic acid), C([O-])([O-])=O.[Na+].[Na+] (sodium carbonate), [Cl-].[Na+] (sodium chloride). Reagents/catalysts: C=1C=CC(=CC1)[P](C=2C=CC=CC2)(C=3C=CC=CC3)[Pd]([P](C=4C=CC=CC4)(C=5C=CC=CC5)C=6C=CC=CC6)([P](C=7C=CC=CC7)(C=8C=CC=CC8)C=9C=CC=CC9)[P](C=1C=CC=CC1)(C=1C=CC=CC1)C=1C=CC=CC1 (tetrakis(triphenylphosphine)palladium(0)). Solvent: C1=CC=CC=C1 (benzene), CCOCC (ether), O (water), C(C)O (ethanol). The product is FC1=NC(=CC=C1)C1=CC2=CC=C(C=C2C=C1)OCCCCCCCC (2-fluoro-6-(6-octyloxynaphth-2-yl)pyridine). Isolated yield 68.7%. Reaction SMILES: Br[C:2]1[CH:7]=[CH:6][CH:5]=[C:4]([F:8])[N:3]=1.[CH2:9]([O:17][C:18]1[CH:19]=[C:20]2[C:25](=[CH:26][CH:27]=1)[CH:24]=[C:23](B(O)O)[CH:22]=[CH:21]2)[CH2:10][CH2:11][CH2:12][CH2:13][CH2:14][CH2:15][CH3:16].C(=O)([O-])[O-].[Na+].[Na+].[Cl-].[Na+]>C1C=CC=CC=1.C1C=CC([P]([Pd]([P](C2C=CC=CC=2)(C2C=CC=CC=2)C2C=CC=CC=2)([P](C2C=CC=CC=2)(C2C=CC=CC=2)C2C=CC=CC=2)[P](C2C=CC=CC=2)(C2C=CC=CC=2)C2C=CC=CC=2)(C2C=CC=CC=2)C2C=CC=CC=2)=CC=1.CCOCC.O.C(O)C>[F:8][C:4]1[CH:5]=[CH:6][CH:7]=[C:2]([C:23]2[CH:22]=[CH:21][C:20]3[C:25](=[CH:26][CH:27]=[C:18]([O:17][CH2:9][CH2:10][CH2:11][CH2:12][CH2:13][CH2:14][CH2:15][CH3:16])[CH:19]=3)[CH:24]=2)[N:3]=1 |f:2.3.4,5.6,^1:48,50,69,88|. Procedure: 8.51 g (50 mmol) of 2-bromo-6-fluoropyridine, 14.5 g (50 mmol) of 6-octyloxynaphthalene-2-boronic acid, 1.73 g (1.5 mmol) of tetrakis(triphenylphosphine)palladium(0) and 10.6 g (100 mmol) of sodium carbonate are refluxed in 375 ml of benzene, 250 ml of ethanol and 125 ml of water for 3 hours. The mixture is then distributed between sodium chloride solution and ether, the organic phase is washed with sodium chloride solution, dried over sodium sulfate, concentrated, and the residue is purified by... Reactants: OO (hydrogen peroxide), FC(C=1C=C(C=CC1)OC1=CC(=C(C=C1)C)SCCC)(F)F (4-methyl-3-n-propylthiophenyl 3-trifluoromethylphenyl ether), C(C)(=O)O (acetic acid). Solvent: O (water). Run at time 5 hour. Yields the product FC(C=1C=C(C=CC1)OC1=CC(=C(C=C1)C)S(=O)CCC)(F)F (4-methyl-3-n-propylsulfinylphenyl 3-trifluoromethylphenyl ether). Yield: 92.5%. As a reaction SMILES: OO.[F:3][C:4]([F:24])([F:23])[C:5]1[CH:6]=[C:7]([O:11][C:12]2[CH:17]=[CH:16][C:15]([CH3:18])=[C:14]([S:19][CH2:20][CH2:21][CH3:22])[CH:13]=2)[CH:8]=[CH:9][CH:10]=1.C(O)(=[O:27])C>O>[F:24][C:4]([F:23])([F:3])[C:5]1[CH:6]=[C:7]([O:11][C:12]2[CH:17]=[CH:16][C:15]([CH3:18])=[C:14]([S:19]([CH2:20][CH2:21][CH3:22])=[O:27])[CH:13]=2)[CH:8]=[CH:9][CH:10]=1. Procedure details: Thirty-five percent hydrogen peroxide solution (1.6 g, 0.016 mole) was added at 8°-10° C to a mixture of 4-methyl-3-n-propylthiophenyl 3-trifluoromethylphenyl ether (3.8 g, 0.012 mole) and glacial acetic acid (30 ml). After 5 hr at room temperature, the reaction mixture was poured into water (100 ml) and extracted three times with benzene. The combined organic layers were washed with 5 % sodium carbonate solution, then water and dried over sodium sulfate. Evaporation of the solvent gave 3.8 g (9... The reactants are [N-]=[N+]=[N-].[Na+] (Sodium azide), CS(=O)C (DMSO), ClCC=1N=C(SC1)NC(=O)NCC1=CC(=CC=C1)F (1-(4-(Chloromethyl)thiazol-2-yl)-3-(3-fluorobenzyl)urea), ClCC=1N=C(SC1)NC(=O)NCC1=CC(=CC=C1)F (1-(4-(chloro-methyl)thiazol-2-yl)-3-(3-fluorobenzyl)urea). The solvent is O (water). Conditions: time 4 hour. Product: N(=[N+]=[N-])CC=1N=C(SC1)NC(=O)NCC1=CC(=CC=C1)F (1-(4-(azidomethyl)thiazol-2-yl)-3-(3-fluorobenzyl)urea). Reaction SMILES: [N-:1]=[N+:2]=[N-:3].[Na+].CS(C)=O.Cl[CH2:10][C:11]1[N:12]=[C:13]([NH:16][C:17]([NH:19][CH2:20][C:21]2[CH:26]=[CH:25][CH:24]=[C:23]([F:27])[CH:22]=2)=[O:18])[S:14][CH:15]=1>O>[N:1]([CH2:10][C:11]1[N:12]=[C:13]([NH:16][C:17]([NH:19][CH2:20][C:21]2[CH:26]=[CH:25][CH:24]=[C:23]([F:27])[CH:22]=2)=[O:18])[S:14][CH:15]=1)=[N+:2]=[N-:3] |f:0.1|. Reported procedure: Sodium azide (390 mg, 6.0 mmol) was added to a DMSO (5 mL) solution of Intermediate 4: 1-(4-(chloro-methyl)thiazol-2-yl)-3-(3-fluorobenzyl)urea (600 mg, 2 mmol). The mixture was stirred for 4 hours at 40 C. Upon completion of the reaction, water was added at 10 C and the mixture was extracted with EtOAc. Organics were washed with brine, dried and evaporated. Recrystallization from CH2Cl2/hexane afforded 1-(4-(azidomethyl)thiazol-2-yl)-3-(3-fluorobenzyl)urea. 1H NMR (400 MHz, CDCl3): δ 10.3 (1H, ...